This data is from the Open Reaction Database (ORD), a public repository of structured organic reaction records. The task is: describe an organic reaction: reactants, conditions, products, and yield The reactants are Brc1ccc2[nH]ccc2c1, CN(C)C=O, ClCc1ccccc1, [K+], [OH-], O. The product is Brc1ccc2c(ccn2Cc2ccccc2)c1. As a reaction SMILES: [Br:3][c:4]1[cH:5][c:6]2[cH:7][cH:8][nH:9][c:10]2[cH:11][cH:12]1.[CH3:22][N:23]([CH3:24])[CH:25]=[O:26].[Cl:13][CH2:14][c:15]1[cH:16][cH:17][cH:18][cH:19][cH:20]1.[K+:2].[OH-:1].[OH2:21]>>[Br:3][c:4]1[cH:5][c:6]2[cH:7][cH:8][n:9]([CH2:14][c:15]3[cH:16][cH:17][cH:18][cH:19][cH:20]3)[c:10]2[cH:11][cH:12]1. Starting materials: C(C=C)C1=C(C=C(C=C1)[N+](=O)[O-])C(F)(F)F (1-allyl-4-nitro-2-(trifluoromethyl)benzene). Reagents/catalysts: [Pd] (Pd/C). The solvent is C1CCOC1 (THF), O (H2O). Run at time 24 hour. The product is C(CC)C1=C(C=C(N)C=C1)C(F)(F)F (4-propyl-3-(trifluoromethyl)aniline). The yield is 66.8%. RXN SMILES: [CH2:1]([C:4]1[CH:9]=[CH:8][C:7]([N+:10]([O-])=O)=[CH:6][C:5]=1[C:13]([F:16])([F:15])[F:14])[CH:2]=[CH2:3]>C1COCC1.O.[Pd]>[CH2:1]([C:4]1[CH:9]=[CH:8][C:7]([NH2:10])=[CH:6][C:5]=1[C:13]([F:14])([F:15])[F:16])[CH2:2][CH3:3]. Procedure: To a solution of 1-allyl-4-nitro-2-(trifluoromethyl)benzene (750 mg, 3.24 mmol) in 18 mL of THF and 3.6 mL of H2O was added 10% Pd/C (250 mg, 3.24 mmol). The reaction was stirred at room temperature under an H2 balloon for 24 hr. After filtering to remove Pd/C, the reaction solution was concentrated under reduced pressure. The residue was purified by silica gel flash chromatography, 100% Heptane-10% Ethyl Acetate/90% Heptane, to give 4-propyl-3-(trifluoromethyl)aniline (440 mg). LCMS retention t... Starting materials: CCOC(C)=O, NC(=O)c1ccc(F)c2c1C=CCO2, [I-], [K+], O=N[O-], [Na+]. Product: NC(=O)c1ccc(F)c2c1C=C([N+](=O)[O-])CO2. Reaction SMILES: [CH3:21][CH2:22][O:23][C:24](=[O:25])[CH3:26].[F:1][c:2]1[cH:3][cH:4][c:5]([C:12](=[O:13])[NH2:14])[c:6]2[c:11]1[O:10][CH2:9][CH:8]=[CH:7]2.[I-:20].[K+:19].[N:15](=[O:16])[O-:17].[Na+:18]>>[F:1][c:2]1[cH:3][cH:4][c:5]([C:12](=[O:13])[NH2:14])[c:6]2[c:11]1[O:10][CH2:9][C:8]([N+:15](=[O:16])[O-:17])=[CH:7]2. The reactants are C([O-])(O)=O.[Na+] (sodium bicarbonate), ClC=1C=C(CBr)C=CC1Cl (3,4-dichlorobenzyl bromide), C([O-])([O-])=O.[K+].[K+] (potassium carbonate), COC([C@H](CC1=CC=C(C=C1)C1=CC=C(C=C1)C#N)NC(=O)[C@H]1N(CC=2C=C3O[C@H](C(N(C3=CC2C1)C)=O)C1=CC=C(C=C1)O)[C@@H](CC)C1=CC=CC=C1)=O ((S)-3-(4′-Cyano-biphenyl-4-yl)-2-{[(3S,7S)-3-(4-hydroxy-phenyl)-1-methyl-2-oxo-6-((S)-1-phenyl-propyl)-2,3,5,6,7,8-hexahydro-1H-4-oxa-1,6-diaza-anthracene-7-carbonyl]-amino}-propionic acid methyl ester). Solvent: CN(C)C=O (DMF). Conditions: time 6 hour. Yields the product COC([C@H](CC1=CC=C(C=C1)C1=CC=C(C=C1)C#N)NC(=O)[C@H]1N(CC=2C=C3O[C@H](C(N(C3=CC2C1)C)=O)C1=CC=C(C=C1)OCC1=CC(=C(C=C1)Cl)Cl)[C@@H](CC)C1=CC=CC=C1)=O ((S)-3-(4′-Cyano-biphenyl-4-yl)-2-{[(3S,7S)-3-[4-(3,4-dichloro-benzyloxy)-phenyl]-1-methyl-2-oxo-6-((S)-1-phenyl-propyl)-2,3,5,6,7,8-hexahydro-1H-4-oxa-1,6-diaza-anthracene-7-carbonyl]-amino}-propionic acid methyl ester). Isolated yield 41.5%. As a reaction SMILES: [CH3:1][O:2][C:3](=[O:55])[C@@H:4]([NH:20][C:21]([C@@H:23]1[CH2:36][C:35]2[CH:34]=[C:33]3[C:28]([O:29][C@@H:30]([C:39]4[CH:44]=[CH:43][C:42]([OH:45])=[CH:41][CH:40]=4)[C:31](=[O:38])[N:32]3[CH3:37])=[CH:27][C:26]=2[CH2:25][N:24]1[C@H:46]([C:49]1[CH:54]=[CH:53][CH:52]=[CH:51][CH:50]=1)[CH2:47][CH3:48])=[O:22])[CH2:5][C:6]1[CH:11]=[CH:10][C:9]([C:12]2[CH:17]=[CH:16][C:15]([C:18]#[N:19])=[CH:14][CH:13]=2)=[CH:8][CH:7]=1.[Cl:56][C:57]1[CH:58]=[C:59]([CH:62]=[CH:63][C:64]=1[Cl:65])[CH2:60]Br.C(=O)([O-])[O-].[K+].[K+].C(=O)(O)[O-].[Na+]>CN(C=O)C>[CH3:1][O:2][C:3](=[O:55])[C@@H:4]([NH:20][C:21]([C@@H:23]1[CH2:36][C:35]2[CH:34]=[C:33]3[C:28]([O:29][C@@H:30]([C:39]4[CH:40]=[CH:41][C:42]([O:45][CH2:60][C:59]5[CH:62]=[CH:63][C:64]([Cl:65])=[C:57]([Cl:56])[CH:58]=5)=[CH:43][CH:44]=4)[C:31](=[O:38])[N:32]3[CH3:37])=[CH:27][C:26]=2[CH2:25][N:24]1[C@H:46]([C:49]1[CH:50]=[CH:51][CH:52]=[CH:53][CH:54]=1)[CH2:47][CH3:48])=[O:22])[CH2:5][C:6]1[CH:11]=[CH:10][C:9]([C:12]2[CH:13]=[CH:14][C:15]([C:18]#[N:19])=[CH:16][CH:17]=2)=[CH:8][CH:7]=1 |f:2.3.4,5.6|. Reported procedure: (S)-3-(4′-Cyano-biphenyl-4-yl)-2-{[(3S,7S)-3-(4-hydroxy-phenyl)-1-methyl-2-oxo-6-((S)-1-phenyl-propyl)-2,3,5,6,7,8-hexahydro-1H-4-oxa-1,6-diaza-anthracene-7-carbonyl]-amino}-propionic acid methyl ester (0.259 mmol) was dissolved in 2 mL of DMF and 3,4-dichlorobenzyl bromide (1.30 mmol) and potassium carbonate (1.30 mmol) were added. The mixture was stirred at room temperature for 6 hours and was poured onto ethyl acetate and saturated sodium bicarbonate. The organic layer was dried over sodium s...